This data is from the Open Reaction Database (ORD), a public repository of structured organic reaction records. The task is: describe an organic reaction: reactants, conditions, products, and yield Starting materials: COC(=O)C(C)(C)c1ccc(C#Cc2cc(CN(C)C3CC3)c3c(c2)C(C)(C)CC(C)(C)O3)cc1, CO, [Na+], C1CCOC1, [OH-]. The product is CN(Cc1cc(C#Cc2ccc(C(C)(C)C(=O)O)cc2)cc2c1OC(C)(C)CC2(C)C)C1CC1. RXN SMILES: [CH3:1][O:2][C:3]([C:4]([CH3:5])([CH3:6])[c:7]1[cH:8][cH:9][c:10]([C:13]#[C:14][c:15]2[cH:16][c:17]3[c:22]([c:23]([CH2:25][N:26]([CH3:27])[CH:28]4[CH2:29][CH2:30]4)[cH:24]2)[O:21][C:20]([CH3:31])([CH3:32])[CH2:19][C:18]3([CH3:33])[CH3:34])[cH:11][cH:12]1)=[O:35].[CH3:36][OH:37].[Na+:44].[O:38]1[CH2:39][CH2:40][CH2:41][CH2:42]1.[OH-:43]>>[O:2]=[C:3]([C:4]([CH3:5])([CH3:6])[c:7]1[cH:8][cH:9][c:10]([C:13]#[C:14][c:15]2[cH:16][c:17]3[c:22]([c:23]([CH2:25][N:26]([CH3:27])[CH:28]4[CH2:29][CH2:30]4)[cH:24]2)[O:21][C:20]([CH3:31])([CH3:32])[CH2:19][C:18]3([CH3:33])[CH3:34])[cH:11][cH:12]1)[OH:35].